Task: describe an organic reaction: reactants, conditions, products, and yield. Dataset: the Open Reaction Database (ORD), a public repository of structured organic reaction records Starting materials: O(C1=CC=CC=C1)CCC=O (3-phenoxypropionaldehyde), C[Mg]I (methylmagnesium iodide), Cl (hydrochloric acid). The solvent is C(C)OCC (diethyl ether). Product: O(C1=CC=CC=C1)CCC(C)O (4-phenoxy-2-butanol). Isolated yield 67.0%. RXN SMILES: [O:1]([CH2:8][CH2:9][CH:10]=[O:11])[C:2]1[CH:7]=[CH:6][CH:5]=[CH:4][CH:3]=1.[CH3:12][Mg]I.Cl>C(OCC)C>[O:1]([CH2:8][CH2:9][CH:10]([OH:11])[CH3:12])[C:2]1[CH:7]=[CH:6][CH:5]=[CH:4][CH:3]=1. Procedure: 24.9 g of methyl iodide was reacted with 7.26 g of magnesium in 150 ml of anhydrous diethyl ether to obtain methylmagnesium iodide by Grignard reaction. To a solution consisting of 20 g of 3-phenoxypropionaldehyde and 200 ml of anhydrous diethyl ether was added dropwise the methylmagnesium while maintaining a temperature of not more than 20° C. To the reaction solution was added 25 ml of concentrated hydrochloric acid and the solution was separated into two phases, which phases were then separat... Reactants: ClC=1C=C2C(=CN1)NC(=C2)C(=O)O (5-chloro-1H-pyrrolo[2,3-c]pyridine-2-carboxylic acid), C1(=CC=CC=C1)C[C@@H](C1(OCCO1)C1=CC=CC=C1)N (2-phenyl-1-(S)-(2-phenyl-[ 1,3]dioxolan-2-yl)ethylamine), C=1C=CC2=C(C1)N=NN2O (HOBt), CCN(C(C)C)C(C)C (DIPEA), CCN=C=NCCCN(C)C (EDCI). Run in CN(C)C=O (DMF), [Cl-].[Na+].O (brine). Conditions: time 12 hour. Yields the product C1(=CC=CC=C1)C[C@@H](C1(OCCO1)C1=CC=CC=C1)NC(=O)C1=CC=2C(=CN=C(C2)Cl)N1 (5-Chloro-1H-pyrrolo[2,3-c]pyridine-2-carboxylic acid [2-phenyl-1-(S)-(2-phenyl-[1,3]dioxolan-2-yl)ethyl]amide). As a reaction SMILES: [Cl:1][C:2]1[CH:3]=[C:4]2[CH:10]=[C:9]([C:11]([OH:13])=O)[NH:8][C:5]2=[CH:6][N:7]=1.[C:14]1([CH2:20][C@H:21]([NH2:33])[C:22]2([C:27]3[CH:32]=[CH:31][CH:30]=[CH:29][CH:28]=3)[O:26][CH2:25][CH2:24][O:23]2)[CH:19]=[CH:18][CH:17]=[CH:16][CH:15]=1.C1C=CC2N(O)N=NC=2C=1.CCN(C(C)C)C(C)C.CCN=C=NCCCN(C)C>CN(C=O)C.[Cl-].[Na+].O>[C:14]1([CH2:20][C@H:21]([NH:33][C:11]([C:9]2[NH:8][C:5]3=[CH:6][N:7]=[C:2]([Cl:1])[CH:3]=[C:4]3[CH:10]=2)=[O:13])[C:22]2([C:27]3[CH:28]=[CH:29][CH:30]=[CH:31][CH:32]=3)[O:26][CH2:25][CH2:24][O:23]2)[CH:15]=[CH:16][CH:17]=[CH:18][CH:19]=1 |f:6.7.8|. Procedure details: To a solution of 5-chloro-1H-pyrrolo[2,3-c]pyridine-2-carboxylic acid (Preparation 18, 88 mg, 0.403 mmol) and 2-phenyl-1-(S)-(2-phenyl-[ 1,3]dioxolan-2-yl)ethylamine (Preparation 95, 104 mg, 0.386 mmol) in DMF (5 mL) was added HOBt (65 mg, 0.424 mmol), DIPEA (0.155 mL, 0.890 mmol) and EDCI (90 mg, 0.469 mmol). After stirring at rt for 12 h the mixture was added to diluted brine (100 mL, water/brine:1/1). Extraction with ethyl acetate (4×25 mL), washing of the combined extracts with diluted hydro...